This data is from the Open Reaction Database (ORD), a public repository of structured organic reaction records. The task is: describe an organic reaction: reactants, conditions, products, and yield Starting materials: P(=O)(Cl)(Cl)Cl (Phosphorus oxychloride), C(C)(=O)OCC1=CC=C(C=C1)N(C1=CC=CC=C1)C1=CC=CC=C1 (4-(N,N-diphenylamino)benzyl acetate), C(C)(=O)[O-].[Na+] (sodium acetate), ice. The solvent is CN(C)C=O (DMF), CN(C)C=O (DMF). Conditions: time 5 minute. Yields the product C(C)(=O)OCC1=CC=C(C=C1)N(C1=CC=C(C=C1)C=O)C1=CC=CC=C1 (4-[4′-Formyl-N.N-diphenylamino]benzyl acetate). The yield is 60.0%. As a reaction SMILES: P(Cl)(Cl)(Cl)=O.[C:6]([O:9][CH2:10][C:11]1[CH:16]=[CH:15][C:14]([N:17]([C:24]2[CH:29]=[CH:28][CH:27]=[CH:26][CH:25]=2)[C:18]2[CH:23]=[CH:22][CH:21]=[CH:20][CH:19]=2)=[CH:13][CH:12]=1)(=[O:8])[CH3:7].[C:30]([O-])(=[O:32])C.[Na+]>CN(C=O)C>[C:6]([O:9][CH2:10][C:11]1[CH:16]=[CH:15][C:14]([N:17]([C:24]2[CH:29]=[CH:28][CH:27]=[CH:26][CH:25]=2)[C:18]2[CH:23]=[CH:22][C:21]([CH:30]=[O:32])=[CH:20][CH:19]=2)=[CH:13][CH:12]=1)(=[O:8])[CH3:7] |f:2.3|. Procedure: DMF (2.63 g, 0.036 mol) was added to a three-neck flask (50 mL) equipped with a condenser, CaCl2 drying tube, and a glass stopper and cooled in an ice bath. Phosphorus oxychloride (1.8 g, 0.012 mol) was then added dropwise, and the resulting mixture stirred for 5 minutes and then allowed to warm slowly to room temperature. A solution of 4-(N,N-diphenylamino)benzyl acetate (1.88 g, 0.0059 mol) in DMF (20 mL) was then added dropwise. After addition was complete, the mixture was heated to 70° C. an...